Dataset: the Open Reaction Database (ORD), a public repository of structured organic reaction records. Task: describe an organic reaction: reactants, conditions, products, and yield Reactants: COC(CSC=CC(C)=O)OC ((3-oxo-1-butenyl)mercaptoacetaldehyde dimethylacetal), FC(C(=O)O)(F)F.O (trifluoroacetic acid water), crude mixture. Run in C(C)OCC (ethyl ether). Product: O=C(C=CSCC=O)C ((3-Oxo-1-butenyl)mercaptoacetaldehyde). RXN SMILES: C[O:2][CH:3](OC)[CH2:4][S:5][CH:6]=[CH:7][C:8](=[O:10])[CH3:9].FC(F)(F)C(O)=O.O>C(OCC)C>[O:10]=[C:8]([CH3:9])[CH:7]=[CH:6][S:5][CH2:4][CH:3]=[O:2] |f:1.2|. Procedure: A solution of 3.0 g. (15.7 mmol) of (3-oxo-1-butenyl)mercaptoacetaldehyde dimethylacetal in 30 ml. of 10:1 trifluoroacetic acid/water at 0° was stirred 2 hours, poured into 150 ml. of water and extracted with CHCl3 (4×50 ml.). The CHCl3 was washed with cold aqueous saturated NaHCO3 solution, dried over Na2SO4, filtered and stripped in vacuo to afford 2.1 g. (93%) of the crude mixture of aldeyde double bond isomers (68:32::E to Z). Column chromatography on silica gel using ethyl ether as eluent a... Starting materials: ON1N=NC2=C1C=CC=C2 (1-hydroxy-1H-benzotriazole), CN1CCOCC1 (4-methylmorpholine), Cl.CN(CCCN=C=NCC)C (N′-(3-dimethylaminopropyl)-N-ethylcarbodiimide hydrochloride), NC(C)C=1C(NC(=NN1)CC1=CC=C(C=C1)OC)=O (6-(1-aminoethyl)-3-(4-methoxybenzyl)-1,2,4-triazin-5(4H)-one), C(C)(=O)C(C(=O)OC)CCCCCC (methyl 2-acetyloctanoate), C(C)(=O)C(C(=O)O)CCCCCC (2-acetyloctanoic acid). The solvent is ClCCl (dichloromethane). The product is C(C)(=O)C(C(=O)NC(C)C=1C(NC(=NN1)CC1=CC=C(C=C1)OC)=O)CCCCCC (2-acetyl-N-{1-[3-(4-methoxybenzyl)-5-oxo-4,5-dihydro-1,2,4-triazin-6-yl]ethyl}octanamide). As a reaction SMILES: [C:1]([CH:4]([CH2:9][CH2:10][CH2:11][CH2:12][CH2:13][CH3:14])[C:5]([O:7]C)=O)(=[O:3])[CH3:2].C(C(CCCCCC)C(O)=O)(=O)C.ON1C2C=CC=CC=2N=N1.CN1CCOCC1.Cl.CN(C)CCCN=C=NCC.[NH2:57][CH:58]([C:60]1[C:61](=[O:75])[NH:62][C:63]([CH2:66][C:67]2[CH:72]=[CH:71][C:70]([O:73][CH3:74])=[CH:69][CH:68]=2)=[N:64][N:65]=1)[CH3:59]>ClCCl>[C:1]([CH:4]([CH2:9][CH2:10][CH2:11][CH2:12][CH2:13][CH3:14])[C:5]([NH:57][CH:58]([C:60]1[C:61](=[O:75])[NH:62][C:63]([CH2:66][C:67]2[CH:72]=[CH:71][C:70]([O:73][CH3:74])=[CH:69][CH:68]=2)=[N:64][N:65]=1)[CH3:59])=[O:7])(=[O:3])[CH3:2] |f:4.5|. Procedure: 1.18 g (5.91 mmol) of methyl 2-acetyloctanoate (Example 18A) are hydrolysed to 2-acetyloctanoic acid according to Example 19A. The acid in 20 ml of dichloromethane is reacted analogously to Example 23A with 800 mg (5.90 mmol) of 1-hydroxy-1H-benzotriazole, 1.66 g (16.4 mmol) of 4-methylmorpholine, 1.13 g (5.9 mmol) of N′-(3-dimethylaminopropyl)-N-ethylcarbodiimide hydrochloride and 900 mg (3.5 mmol) of 6-(1-aminoethyl)-3-(4-methoxybenzyl)-1,2,4-triazin-5(4H)-one (Example 10A) to give 2-acetyl-N-... The reactants are CCOC(=O)CBr, O=C([O-])[O-], CN(C)C=O, [K+], [K+], Oc1cccc(CC2CCCC=C2c2nc(-c3ccccc3)c(-c3ccccc3)o2)c1. The product is CCOC(=O)COc1cccc(CC2CCCC=C2c2nc(-c3ccccc3)c(-c3ccccc3)o2)c1. As a reaction SMILES: [Br:32][CH2:33][C:34](=[O:35])[O:36][CH2:37][CH3:38].[C:39](=[O:40])([O-:41])[O-:42].[CH3:45][N:46]([CH3:47])[CH:48]=[O:49].[K+:43].[K+:44].[OH:1][c:2]1[cH:3][c:4]([CH2:8][CH:9]2[CH2:10][CH2:11][CH2:12][CH:13]=[C:14]2[c:15]2[o:16][c:17](-[c:26]3[cH:27][cH:28][cH:29][cH:30][cH:31]3)[c:18](-[c:20]3[cH:21][cH:22][cH:23][cH:24][cH:25]3)[n:19]2)[cH:5][cH:6][cH:7]1>>[O:1]([c:2]1[cH:3][c:4]([CH2:8][CH:9]2[CH2:10][CH2:11][CH2:12][CH:13]=[C:14]2[c:15]2[o:16][c:17](-[c:26]3[cH:27][cH:28][cH:29][cH:30][cH:31]3)[c:18](-[c:20]3[cH:21][cH:22][cH:23][cH:24][cH:25]3)[n:19]2)[cH:5][cH:6][cH:7]1)[CH2:33][C:34](=[O:35])[O:36][CH2:37][CH3:38]. The reactants are BrC1=CC(=C(O1)C)C=O (5-bromo-2-methylfuran-3-carbaldehyde), FC1=C(C=CC=C1OC)B(O)O (2-fluoro-3-methoxyphenylboronic acid), C([O-])([O-])=O.[Na+].[Na+] (sodium carbonate), COCCOC (1,2-dimethoxyethane). The reagents and catalysts are C=1C=CC(=CC1)[P](C=2C=CC=CC2)(C=3C=CC=CC3)[Pd]([P](C=4C=CC=CC4)(C=5C=CC=CC5)C=6C=CC=CC6)([P](C=7C=CC=CC7)(C=8C=CC=CC8)C=9C=CC=CC9)[P](C=1C=CC=CC1)(C=1C=CC=CC1)C=1C=CC=CC1 (tetrakis(triphenylphosphine)palladium(0)). The solvent is O (water). Conditions: time 8 hour. The product is FC1=C(C=CC=C1OC)C1=CC(=C(O1)C)C=O (5-(2-fluoro-3-methoxyphenyl)-2-methylfuran-3-carbaldehyde). The yield is 93.1%. Reaction SMILES: Br[C:2]1[O:6][C:5]([CH3:7])=[C:4]([CH:8]=[O:9])[CH:3]=1.[F:10][C:11]1[C:16]([O:17][CH3:18])=[CH:15][CH:14]=[CH:13][C:12]=1B(O)O.C(=O)([O-])[O-].[Na+].[Na+].COCCOC>C1C=CC([P]([Pd]([P](C2C=CC=CC=2)(C2C=CC=CC=2)C2C=CC=CC=2)([P](C2C=CC=CC=2)(C2C=CC=CC=2)C2C=CC=CC=2)[P](C2C=CC=CC=2)(C2C=CC=CC=2)C2C=CC=CC=2)(C2C=CC=CC=2)C2C=CC=CC=2)=CC=1.O>[F:10][C:11]1[C:16]([O:17][CH3:18])=[CH:15][CH:14]=[CH:13][C:12]=1[C:2]1[O:6][C:5]([CH3:7])=[C:4]([CH:8]=[O:9])[CH:3]=1 |f:2.3.4,^1:37,39,58,77|. Reported procedure: A mixture of 5-bromo-2-methylfuran-3-carbaldehyde (1.3 g), 2-fluoro-3-methoxyphenylboronic acid (1.4 g), tetrakis(triphenylphosphine)palladium(0) (0.4 g), 2N aqueous sodium carbonate solution (9 mL) and 1,2-dimethoxyethane (20 mL) was stirred overnight with refluxing under an argon atmosphere. The reaction mixture was poured into water, and the mixture was extracted with ethyl acetate. The organic layer was washed with saturated brine, and dried over magnesium sulfate. The solvent was evaporated... Reactants: BrC1=C(N(N=C1)C)C=1C=C(C=CC1OC)N (3-(4-Bromo-2-methyl-2H-pyrazol-3-yl)-4-methoxy-phenylamine), C(C1=CC=CC=C1)N=C=O (benzyl isocyanate). Solvent: C(Cl)Cl (CH2Cl2). Product: C(C1=CC=CC=C1)NC(=O)NC1=CC(=C(C=C1)OC)C=1N(N=CC1Br)C (1-Benzyl-3-[3-(4-bromo-2-methyl-2H-pyrazol-3-yl)-4-methoxy-phenyl]-urea). The yield is 66.7%. RXN SMILES: [Br:1][C:2]1[CH:6]=[N:5][N:4]([CH3:7])[C:3]=1[C:8]1[CH:9]=[C:10]([NH2:16])[CH:11]=[CH:12][C:13]=1[O:14][CH3:15].[CH2:17]([N:24]=[C:25]=[O:26])[C:18]1[CH:23]=[CH:22][CH:21]=[CH:20][CH:19]=1>C(Cl)Cl>[CH2:17]([NH:24][C:25]([NH:16][C:10]1[CH:11]=[CH:12][C:13]([O:14][CH3:15])=[C:8]([C:3]2[N:4]([CH3:7])[N:5]=[CH:6][C:2]=2[Br:1])[CH:9]=1)=[O:26])[C:18]1[CH:23]=[CH:22][CH:21]=[CH:20][CH:19]=1. Procedure details: 3-(4-Bromo-2-methyl-2H-pyrazol-3-yl)-4-methoxy-phenylamine (0.034 g, 0.12 mmol) was treated with benzyl isocyanate (0.017 g, 16.0 μL, 0.13 mmol, 1.05 equiv.) in CH2Cl2 (1 mL), in a similar manner as described in Example 1.10 to afford Compound 74 (0.031 g, 0.08 mmol, 62%) as a solid film. LCMS m/z (%)=415 (M+H79Br, 86), 417 (M+H81Br, 100). 1H NMR (400 MHz, acetone-d6) δ: 8.05 (s, 1H), 7.64 (dd, J=2.7, 9.0 Hz, 1H), 7.47 (s, 1H), 7.40 (d, J=2.7 Hz, 1H), 7.27-7.37 (m, 4H), 7.22 (t, J=7.0 Hz, 1H), 7... The reactants are [OH-].[Na+] (sodium hydroxide), [N+](=O)([O-])C1=C(C=CC=C1)N=NC1=C(C=CC(=C1)C)O (2-nitro-2'-hydroxy-5'-methyl azobenzene), C1=CC=CC=2C3=CC=CC=C3C(C12)=O (9-Fluorenone), O=C[C@H](O)[C@@H](O)[C@H](O)[C@H](O)CO (glucose), resultant mixture, N(=NC1=CC=CC=C1)C1=CC=CC=C1 (azobenzene). The solvent is O (water), CO (methanol). Yields the product OC1=C(C=C(C=C1)C)N1N=C2C(=[N+]1[O-])C=CC=C2 (2-(2'-hydroxy-5'-methylphenyl)benzotriazole-N-oxide). As a reaction SMILES: [OH-].[Na+].[N+:3]([C:6]1[CH:11]=[CH:10][CH:9]=[CH:8][C:7]=1[N:12]=[N:13][C:14]1[CH:19]=[C:18]([CH3:20])[CH:17]=[CH:16][C:15]=1[OH:21])([O-])=[O:4].C1C2C(=O)C3C(=CC=CC=3)C=2C=CC=1.O=C[C@@H]([C@H]([C@@H]([C@@H](CO)O)O)O)O.N(C1C=CC=CC=1)=NC1C=CC=CC=1>O.CO>[OH:21][C:15]1[CH:16]=[CH:17][C:18]([CH3:20])=[CH:19][C:14]=1[N:13]1[N+:3]([O-:4])=[C:6]2[CH:11]=[CH:10][CH:9]=[CH:8][C:7]2=[N:12]1 |f:0.1|. Procedure: Example 9 of U.S. Pat. No. 4,835,284 is duplicated. A mixture of methanol (60 ml), water (30 ml), 97% sodium hydroxide (12.4 g), and 2-nitro-2'-hydroxy-5'-methyl azobenzene (12.9 g) is heated and stirred at 45°-50° C. 9-Fluorenone (1.0 g) and then glucose (5.5 g) are added to the resultant mixture over 30 minutes while stirring. The mixture is further stirred at 75° C. (boiling point) for 7 hours. As a result, the azobenzene disappears to produce 2-(2'-hydroxy-5'-methylphenyl)benzotriazole-N-oxi... Reactants: COC(=C)C (2-methoxypropene), pyridinium salt, C1(=CC=C(C=C1)S(=O)(=O)O)C (p-toluene sulfonic acid), C([O-])(O)=O.[Na+] (sodium bicarbonate), [Cl-].[Na+] (sodium chloride), ClCCCO (3-chloropropanol), resultant mixture. Reaction conditions: temperature 0 celsius, time 1 hour. Product: ClCCCOC(C)(C)OC (1-Chloro-3-(1-methoxy-1-methylethoxy)-propane). Isolated yield 97.4%. RXN SMILES: [CH3:1][O:2][C:3]([CH3:5])=[CH2:4].C1(C)C=CC(S(O)(=O)=O)=CC=1.[Cl:17][CH2:18][CH2:19][CH2:20][OH:21].C(=O)(O)[O-].[Na+].[Cl-].[Na+]>>[Cl:17][CH2:18][CH2:19][CH2:20][O:21][C:3]([O:2][CH3:1])([CH3:5])[CH3:4] |f:3.4,5.6|. Procedure details: To a 1-liter, 4-necked round-bottomed flask, equipped with a mechanical stirrer, nitrogen inlet, internal thermometer, addition funnel and cooling bath (-20° to -25° C.), is added 288.4 g (4.0 mol) of 2-methoxypropene and 0.502 g (0.0002 mol) of the pyridinium salt of p-toluene sulfonic acid. To the cooled solution is then slowly added, under a nitrogen flow over a period of 1 hour, 189.0 g (2.0 mol) of 3-chloropropanol. The reaction mixture is then stirred at -20° to -25° C. for 1 hour and then... Starting materials: ClC=1C(C2=CC=CC=C2C(C1Cl)=O)=O (2,3-dichloro-1,4-naphthoquinone), ClC1=CC=C(C=C1)C1CCC(CC1)C(=O)O (4-(4-chlorophenyl)-cyclohexane-1-carboxylic acid), S(=O)(=O)([O-])OOS(=O)(=O)[O-].[NH4+].[NH4+] (ammonium persulphate). The reagents and catalysts are [N+](=O)([O-])[O-].[Ag+] (silver nitrate). Solvent: C(C)#N (acetonitrile), O (water). Product: ClC1=CC=C(C=C1)[C@@H]1CC[C@H](CC1)C=1C(C2=CC=CC=C2C(C1Cl)=O)=O (2-[trans-4-(4-chlorophenyl)cyclohexyl]-3-chloro-1,4-naphthoquinone). Yield: 39.8%. As a reaction SMILES: Cl[C:2]1[C:3](=[O:14])[C:4]2[C:9]([C:10](=[O:13])[C:11]=1[Cl:12])=[CH:8][CH:7]=[CH:6][CH:5]=2.[Cl:15][C:16]1[CH:21]=[CH:20][C:19]([CH:22]2[CH2:27][CH2:26][CH:25](C(O)=O)[CH2:24][CH2:23]2)=[CH:18][CH:17]=1.S(OOS([O-])(=O)=O)([O-])(=O)=O.[NH4+].[NH4+]>C(#N)C.O.[N+]([O-])([O-])=O.[Ag+]>[Cl:15][C:16]1[CH:21]=[CH:20][C:19]([C@H:22]2[CH2:27][CH2:26][C@H:25]([C:2]3[C:3](=[O:14])[C:4]4[C:9]([C:10](=[O:13])[C:11]=3[Cl:12])=[CH:8][CH:7]=[CH:6][CH:5]=4)[CH2:24][CH2:23]2)=[CH:18][CH:17]=1 |f:2.3.4,7.8|. Procedure details: A mixture of 2,3-dichloro-1,4-naphthoquinone (57.0 gm), 4-(4-chlorophenyl)-cyclohexane-1-carboxylic acid (60.0 gm) and silver nitrate (42.7 gm) is taken in acetonitrile (600 ml) and then a solution of ammonium persulphate (180.12 gm) in water (780 ml) is added. The mixture is heated to reflux, maintaining good stirring. The mixture was refluxed for 4 hrs. Then cooled in ice for about 1 hr after which it is filtered. The filtrate is kept aside for acetonitrile recovery. The solid is extracted wit... Reaction SMILES: Cl.[NH2:2][CH2:3][CH2:4][SH:5].[H-].[Na+].Cl[C:9]1[N:14]2[CH:15]=[C:16]([CH3:18])[N:17]=[C:13]2[CH:12]=[CH:11][CH:10]=1>C(O)C>[NH2:2][CH2:3][CH2:4][S:5][C:9]1[N:14]2[CH:15]=[C:16]([CH3:18])[N:17]=[C:13]2[CH:12]=[CH:11][CH:10]=1 |f:0.1,2.3|. Procedure: To a suspension of cysteamine hydrochloride (2.95 g, 26 mmoles) in ethanol (100 ml) was added 60% sodium hydride (oily; 2.08 g, 26 mmoles) with stirring under ice-cooling and the mixture was stirred for 5 minutes. 5-chloro-2-methylimidazo[1,2-a]pyridine (3.33 g, 20 mmoles) was added to the mixture, followed by heating at reflux for 3 hours. After the solvent was distilled off, chloroform was added to the residue which was washed with 1N-NaOH and dried over anhydrous potassium carbonate. After th... Isolated yield 53.1%. Starting materials: [H-].[Na+] (sodium hydride), Cl.NCCS (cysteamine hydrochloride), ClC1=CC=CC=2N1C=C(N2)C (5-chloro-2-methylimidazo[1,2-a]pyridine). The solvent is C(C)O (ethanol). The product is NCCSC1=CC=CC=2N1C=C(N2)C (5-[2-(amino)ethylthio]-2-methylimidazo[1,2-a]pyridine).